From a dataset of the Open Reaction Database (ORD), a public repository of structured organic reaction records. describe an organic reaction: reactants, conditions, products, and yield Reactants: CCBr, COc1cc2c(cc1[N+](=O)[O-])N(C)C(=O)CNC2, CN(C)C=O, CCN(C(C)C)C(C)C, [I-], [Na+]. Product: CCN1CC(=O)N(C)c2cc([N+](=O)[O-])c(OC)cc2C1. Reaction SMILES: [CH2:19]([CH3:20])[Br:21].[CH3:1][O:2][c:3]1[cH:4][c:5]2[c:6]([cH:14][c:15]1[N+:16](=[O:17])[O-:18])[N:7]([CH3:13])[C:8](=[O:12])[CH2:9][NH:10][CH2:11]2.[CH3:33][N:34]([CH3:35])[CH:36]=[O:37].[CH:24]([N:25]([CH2:26][CH3:27])[CH:28]([CH3:29])[CH3:30])([CH3:31])[CH3:32].[I-:23].[Na+:22]>>[CH3:1][O:2][c:3]1[cH:4][c:5]2[c:6]([cH:14][c:15]1[N+:16](=[O:17])[O-:18])[N:7]([CH3:13])[C:8](=[O:12])[CH2:9][N:10]([CH2:19][CH3:20])[CH2:11]2. The reactants are Cl.ClC1=CNC2=CC(=CC=C12)C(=O)N[C@@H](COCC1CCNCC1)C1=CC=CC=C1 (3-chloro-N-[(R)-1-phenyl-2-(piperidin-4-ylmethoxy)ethyl]-1H-indole-6-carboxamide hydrochloride), C=O (paraformaldehyde). Product: ClC1=CNC2=CC(=CC=C12)C(=O)N[C@@H](COCC1CCN(CC1)C)C1=CC=CC=C1 (3-Chloro-N-[(R)-1-phenyl-2-(1-methylpiperidin-4-yl-methoxy)ethyl]-1H-indole-6-carboxamide). RXN SMILES: Cl.[Cl:2][C:3]1[C:11]2[C:6](=[CH:7][C:8]([C:12]([NH:14][C@H:15]([C:25]3[CH:30]=[CH:29][CH:28]=[CH:27][CH:26]=3)[CH2:16][O:17][CH2:18][CH:19]3[CH2:24][CH2:23][NH:22][CH2:21][CH2:20]3)=[O:13])=[CH:9][CH:10]=2)[NH:5][CH:4]=1.[CH2:31]=O>>[Cl:2][C:3]1[C:11]2[C:6](=[CH:7][C:8]([C:12]([NH:14][C@H:15]([C:25]3[CH:30]=[CH:29][CH:28]=[CH:27][CH:26]=3)[CH2:16][O:17][CH2:18][CH:19]3[CH2:20][CH2:21][N:22]([CH3:31])[CH2:23][CH2:24]3)=[O:13])=[CH:9][CH:10]=2)[NH:5][CH:4]=1 |f:0.1|. Procedure details: Using alkylation method B, 3-chloro-N-[(R)-1-phenyl-2-(piperidin-4-ylmethoxy)ethyl]-1H-indole-6-carboxamide hydrochloride (200 mg, 0.44 mmol) and paraformaldehyde (134 mg, 4.4 mmol) afforded, after purification (SiO2: 2.5% isopropylamine in 10:2:2:DCM:EtOAc:hexane), 80 mg (42%) of the title compound.